The task is: describe an organic reaction: reactants, conditions, products, and yield. This data is from the Open Reaction Database (ORD), a public repository of structured organic reaction records. Reactants: [Si](C)(C)(C(C)(C)C)O[C@@H]([C@@H](C(=O)OCC)CNCC1=CC=C(C=C1)OC)C (ethyl (2S,3R)-3-(t-butyldimethylsilyloxy)-2-(4-methoxybenzylaminomethyl)butanoate), C1(=C(C(=CC(=C1)C)C)[Mg]Br)C (mesitylmagnesium bromide). The solvent is O1CCCC1 (tetrahydrofuran). Reaction conditions: time 30 minute. The product is [Si](C)(C)(C(C)(C)C)O[C@H](C)[C@H]1C(N(C1)CC1=CC=C(C=C1)OC)=O ((3S)-3-[(1R)-1-(t-butyldimethylsilyloxy)ethyl]-1-(4-methoxybenzyl)azetidin-2-one). The yield is 50.8%. Reaction SMILES: [Si:1]([O:8][C@H:9]([CH3:27])[C@H:10]([CH2:16][NH:17][CH2:18][C:19]1[CH:24]=[CH:23][C:22]([O:25][CH3:26])=[CH:21][CH:20]=1)[C:11](OCC)=[O:12])([C:4]([CH3:7])([CH3:6])[CH3:5])([CH3:3])[CH3:2].C1(C)C=C(C)C=C(C)C=1[Mg]Br>O1CCCC1>[Si:1]([O:8][C@@H:9]([C@@H:10]1[CH2:16][N:17]([CH2:18][C:19]2[CH:24]=[CH:23][C:22]([O:25][CH3:26])=[CH:21][CH:20]=2)[C:11]1=[O:12])[CH3:27])([C:4]([CH3:7])([CH3:6])[CH3:5])([CH3:3])[CH3:2]. Procedure details: To a solution of ethyl (2S,3R)-3-(t-butyldimethylsilyloxy)-2-(4-methoxybenzylaminomethyl)butanoate (7.91 g, crude) in tetrahydrofuran (200 ml) was added dropwise mesitylmagnesium bromide (29 ml) at room temperature. After stirring for 30 minutes, the mixture was quenched with 0.2N hydrochloric acid (250 ml) ethyl acetate (200 ml). The aqueous layer was separated and extracted twice with ethyl acetate. The combined organic layers were washed with 1N hydrochloric acid, saturated aqueous sodium hyd... The reactants are C1CCNCC1, CC(C)=O, CC#N, CCN(C(C)C)C(C)C, CC1(C)CC2CC(C)(CN2C(=O)c2ccc(NC(=O)CCl)cc2)C1. Yields the product CC1(C)CC2CC(C)(CN2C(=O)c2ccc(NC(=O)CN3CCCCC3)cc2)C1. As a reaction SMILES: [CH2:25]1[CH2:26][CH2:27][NH:28][CH2:29][CH2:30]1.[CH3:40][C:41](=[O:42])[CH3:43].[CH3:44][C:45]#[N:46].[CH:31]([N:32]([CH2:33][CH3:34])[CH:35]([CH3:36])[CH3:37])([CH3:38])[CH3:39].[Cl:1][CH2:2][C:3](=[O:4])[NH:5][c:6]1[cH:7][cH:8][c:9]([C:12](=[O:13])[N:14]2[CH:15]3[CH2:16][C:17]([CH3:23])([CH3:24])[CH2:18][C:19]([CH3:22])([CH2:20]2)[CH2:21]3)[cH:10][cH:11]1>>[CH2:2]([C:3](=[O:4])[NH:5][c:6]1[cH:7][cH:8][c:9]([C:12](=[O:13])[N:14]2[CH:15]3[CH2:16][C:17]([CH3:23])([CH3:24])[CH2:18][C:19]([CH3:22])([CH2:20]2)[CH2:21]3)[cH:10][cH:11]1)[N:28]1[CH2:27][CH2:26][CH2:25][CH2:30][CH2:29]1. The reactants are Cl.C12CCC(CC1)N2C2=CC(=C(N)C=C2)C(F)(F)F (4-(7-azabicyclo[2.2.1]heptan-7-yl)-2 -(trifluoromethyl)aniline hydrochloride), [N+](=O)([O-])C1=C(C=C(C=C1)N1C2CCC1CC2)C(F)(F)F (7-[4-nitro-3-(trifluoromethyl)phenyl]-7-azabicyclo[2.2.1]heptane), CC1OCCC1 (2-methyltetrahydrofuran). Reagents/catalysts: [Pd] (Palladium on carbon). Yields the product C12CCC(CC1)N2C2=CC(=C(N)C=C2)C(F)(F)F (4-(7-azabicyclo[2.2.1]heptan-7-yl)-2-(trifluoromethyl)aniline). RXN SMILES: Cl.[CH:2]12[N:8]([C:9]3[CH:15]=[CH:14][C:12]([NH2:13])=[C:11]([C:16]([F:19])([F:18])[F:17])[CH:10]=3)[CH:5]([CH2:6][CH2:7]1)[CH2:4][CH2:3]2.[N+](C1C=CC(N2C3CCC2CC3)=CC=1C(F)(F)F)([O-])=O.CC1CCCO1>[Pd]>[CH:5]12[N:8]([C:9]3[CH:15]=[CH:14][C:12]([NH2:13])=[C:11]([C:16]([F:19])([F:17])[F:18])[CH:10]=3)[CH:2]([CH2:3][CH2:4]1)[CH2:7][CH2:6]2 |f:0.1|. Reported procedure: Preparation 4-(7-azabicyclo[2.2.1]heptan-7-yl)-2 -(trifluoromethyl)aniline hydrochloride (11B), method 1. Palladium on carbon (150 g, 5% w/w) was charged into a Büchi Hydrogenator (20 L capacity) under a nitrogen atmosphere, followed by the addition of 7-[4-nitro-3-(trifluoromethyl)phenyl]-7-azabicyclo[2.2.1]heptane (10A, 1500 g), as prepared in Example 2A (method 2) above, and 2-methyltetrahydrofuran (10.5 L, 7 vol). The hydrogenator was then purged with Hydrogen gas and then continuously charg... The product is C(C(O)C1=CC=CC=C1)(=O)N (mandelamide). Procedure: Following Example 10 and replacing the salicylic acid with mandelic acid (1 cmole; 1.521 g) the result is a solution of the corresponding acid chloride which, when treated with ammonia gives mandelamide. Reactants: C(C(O)C1=CC=CC=C1)(=O)O (mandelic acid), acid chloride, N (ammonia). Reaction SMILES: [C:1]([OH:11])(=O)[CH:2]([C:4]1[CH:9]=[CH:8][CH:7]=[CH:6][CH:5]=1)[OH:3].[NH3:12]>>[C:1]([NH2:12])(=[O:11])[CH:2]([C:4]1[CH:9]=[CH:8][CH:7]=[CH:6][CH:5]=1)[OH:3]. Starting materials: ClC1=C(C=CC=C1)C=1C2=C(NC(CN1)=S)SC(=C2)CC (5-o-chlorophenyl-7-ethyl-1,2-dihydro-3H-thieno[2,3-e] [1,4]diazepine-2-thione), C(C)OC(=O)NN (ethoxycarbonylhydrazine). Run in C(C)O (ethanol). Yields the product C(C)OC(=O)NNC=1CN=C(C2=C(N1)SC(=C2)CC)C2=C(C=CC=C2)Cl (2-ethoxycarbonylhydrazino-5-o-chlorophenyl-7-ethyl-3H-thieno[ 2,3-e] [1,4]diazepine). Yield: 73.0%. RXN SMILES: [Cl:1][C:2]1[CH:7]=[CH:6][CH:5]=[CH:4][C:3]=1[C:8]1[C:9]2[CH:18]=[C:17]([CH2:19][CH3:20])[S:16][C:10]=2[NH:11][C:12](=S)[CH2:13][N:14]=1.[CH2:21]([O:23][C:24]([NH:26][NH2:27])=[O:25])[CH3:22]>C(O)C>[CH2:21]([O:23][C:24]([NH:26][NH:27][C:12]1[CH2:13][N:14]=[C:8]([C:3]2[CH:4]=[CH:5][CH:6]=[CH:7][C:2]=2[Cl:1])[C:9]2[CH:18]=[C:17]([CH2:19][CH3:20])[S:16][C:10]=2[N:11]=1)=[O:25])[CH3:22]. Procedure details: A solution of 1.3 g of 5-o-chlorophenyl-7-ethyl-1,2-dihydro-3H-thieno[2,3-e] [1,4]diazepine-2-thione and 0.5 g of ethoxycarbonylhydrazine in 30 ml of ethanol is refluxed for 5 hours. Then the ethanol is removed under reduced pressure, and the residue is crystallized from ligroin to give 2-ethoxycarbonylhydrazino-5-o-chlorophenyl-7-ethyl-3H-thieno[ 2,3-e] [1,4]diazepine appearing as orange crystals. The product is recrystallized from ethanol to give the pure substance melting at 207° C, in 73% yi...